describe an organic reaction: reactants, conditions, products, and yield From a dataset of the Open Reaction Database (ORD), a public repository of structured organic reaction records. Reactants: CC(C)=CC(=O)O, CC(C)=CCO, [Na+], [O-]c1ccccc1, O=S(Cl)Cl, c1ccccc1. Yields the product CC(C)=CCOc1ccccc1. RXN SMILES: [CH3:1][C:2](=[CH:3][C:4](=[O:5])[OH:6])[CH3:7].[CH3:8][C:9]([CH3:10])=[CH:11][CH2:12][OH:13].[Na+:25].[O-:18][c:19]1[cH:20][cH:21][cH:22][cH:23][cH:24]1.[S:14]([Cl:15])([Cl:16])=[O:17].[cH:26]1[cH:27][cH:28][cH:29][cH:30][cH:31]1>>[CH3:1][C:2](=[CH:3][CH2:4][O:5][c:19]1[cH:20][cH:21][cH:22][cH:23][cH:24]1)[CH3:7]. Reactants: ClC1=CC=C(C=C1)[C@@]1(N=C(N[C@]1(C)C1=CC=C(C=C1)Cl)C=1C(=CC(=C(C1)S(=O)(=O)N(C)C)C(C)(C)C)OCC)C (rac-5-[(4S*,5R*)-4,5-bis-(4-chloro-phenyl)-4,5-dimethyl-4,5-dihydro-1H-imidazol-2-yl]-2-tert-butyl-4-ethoxy-N,N-dimethyl-benzenesulfonamide), C(=O)(Cl)Cl (phosgene). Solvent: C(C)N(CC)CC (triethylamine). Yields the product C(C)(C)(C)C1=CC(=C(C=C1S(N(C)C)(=O)=O)C=1N(C(C(N1)(C)C1=CC=C(C=C1)Cl)(C)C1=CC=C(C=C1)Cl)C(=O)Cl)OCC (rac-(4S*,5R*)-2-(4-tert-butyl-5-dimethylsulfamoyl-2-ethoxy-phenyl)-4,5-bis-(4-chloro-phenyl)-4,5-dimethyl-4,5-dihydro-imidazole-1-carbonyl chloride). Reaction SMILES: [Cl:1][C:2]1[CH:7]=[CH:6][C:5]([C@@:8]2([CH3:40])[C@:12]([C:14]3[CH:19]=[CH:18][C:17]([Cl:20])=[CH:16][CH:15]=3)([CH3:13])[NH:11][C:10]([C:21]3[C:22]([O:37][CH2:38][CH3:39])=[CH:23][C:24]([C:33]([CH3:36])([CH3:35])[CH3:34])=[C:25]([S:27]([N:30]([CH3:32])[CH3:31])(=[O:29])=[O:28])[CH:26]=3)=[N:9]2)=[CH:4][CH:3]=1.[C:41](Cl)([Cl:43])=[O:42]>C(N(CC)CC)C>[C:33]([C:24]1[C:25]([S:27](=[O:28])(=[O:29])[N:30]([CH3:31])[CH3:32])=[CH:26][C:21]([C:10]2[N:9]([C:41]([Cl:43])=[O:42])[C:8]([C:5]3[CH:6]=[CH:7][C:2]([Cl:1])=[CH:3][CH:4]=3)([CH3:40])[C:12]([C:14]3[CH:15]=[CH:16][C:17]([Cl:20])=[CH:18][CH:19]=3)([CH3:13])[N:11]=2)=[C:22]([O:37][CH2:38][CH3:39])[CH:23]=1)([CH3:34])([CH3:36])[CH3:35]. Reported procedure: In a manner analogous to the method described in example 3, rac-5-[(4S*,5R*)-4,5-bis-(4-chloro-phenyl)-4,5-dimethyl-4,5-dihydro-1H-imidazol-2-yl]-2-tert-butyl-4-ethoxy-N,N-dimethyl-benzenesulfonamide was reacted with phosgene in the presence of triethylamine to give rac-(4S*,5R*)-2-(4-tert-butyl-5-dimethylsulfamoyl-2-ethoxy-phenyl)-4,5-bis-(4-chloro-phenyl)-4,5-dimethyl-4,5-dihydro-imidazole-1-carbonyl chloride. The carbamoyl chloride was then reacted with 1-(3-methanesulfonyl-propyl)-piperazine... Isolated yield 19.0%. As a reaction SMILES: Br[C:2]1[C:3](=[O:17])[N:4]([CH3:16])[C:5](=[O:15])[N:6]([CH2:8][CH2:9][CH2:10][C:11]([F:14])([F:13])[F:12])[N:7]=1.Cl.[N:19]1([C:25]([C:27]2[CH:32]=[CH:31][CH:30]=[CH:29][C:28]=2[C:33]([F:36])([F:35])[F:34])=[O:26])[CH2:24][CH2:23][NH:22][CH2:21][CH2:20]1>>[CH3:16][N:4]1[C:3](=[O:17])[C:2]([N:22]2[CH2:23][CH2:24][N:19]([C:25](=[O:26])[C:27]3[CH:32]=[CH:31][CH:30]=[CH:29][C:28]=3[C:33]([F:36])([F:34])[F:35])[CH2:20][CH2:21]2)=[N:7][N:6]([CH2:8][CH2:9][CH2:10][C:11]([F:14])([F:13])[F:12])[C:5]1=[O:15].[CH2:25]([OH:26])[CH2:27][CH2:28][CH3:29] |f:1.2|. Reactants: BrC=1C(N(C(N(N1)CCCC(F)(F)F)=O)C)=O (6-bromo-4-methyl-2-(4,4,4-trifluoro-butyl)-2H-[1,2,4]triazine-3,5-dione), Cl.N1(CCNCC1)C(=O)C1=C(C=CC=C1)C(F)(F)F (piperazin-1-yl-(2-trifluoromethyl-phenyl)-methanone hydrochloride). Procedure: The compound 3 (oil) is prepared from the triazine 4a and from the intermediate 6a according to the synthesis method 1 in n-butanol (yield: 19%). The product is CN1C(N(N=C(C1=O)N1CCN(CC1)C(C1=C(C=CC=C1)C(F)(F)F)=O)CCCC(F)(F)F)=O (4-methyl-2-(4,4,4-trifluoro-butyl)-6-[4-(2-trifluoromethyl-benzoyl)-piperazin-1-yl]-2H-[1,2,4]triazine-3,5-dione), C(CCC)O (n-butanol). Reactants: Cn1c(-c2ccc(Cl)cc2)cnc1S, OCC1(CO)CCC1. Product: Cn1c(-c2ccc(Cl)cc2)cnc1SCC1(CO)CCC1. Reaction SMILES: [Cl:9][c:10]1[cH:11][cH:12][c:13](-[c:16]2[cH:17][n:18][c:19]([SH:22])[n:20]2[CH3:21])[cH:14][cH:15]1.[OH:1][CH2:2][C:3]1([CH2:7][OH:8])[CH2:4][CH2:5][CH2:6]1>>[CH2:2]([C:3]1([CH2:7][OH:8])[CH2:4][CH2:5][CH2:6]1)[S:22][c:19]1[n:18][cH:17][c:16](-[c:13]2[cH:12][cH:11][c:10]([Cl:9])[cH:15][cH:14]2)[n:20]1[CH3:21]. Starting materials: BrB(Br)Br, COc1ccc(-c2ccc(=O)n(C)n2)cc1, ClCCl. Product: Cn1nc(-c2ccc(O)cc2)ccc1=O. As a reaction SMILES: [B:17]([Br:18])([Br:19])[Br:20].[CH3:1][O:2][c:3]1[cH:4][cH:5][c:6](-[c:9]2[cH:10][cH:11][c:12](=[O:16])[n:13]([CH3:15])[n:14]2)[cH:7][cH:8]1.[Cl:21][CH2:22][Cl:23]>>[OH:2][c:3]1[cH:4][cH:5][c:6](-[c:9]2[cH:10][cH:11][c:12](=[O:16])[n:13]([CH3:15])[n:14]2)[cH:7][cH:8]1.